From a dataset of the Open Reaction Database (ORD), a public repository of structured organic reaction records. describe an organic reaction: reactants, conditions, products, and yield Reaction SMILES: [CH2:23]([N:24]([CH:25]([CH3:26])[CH3:27])[CH:28]([CH3:29])[CH3:30])[CH3:31].[Cl:42][CH2:43][Cl:44].[c:1]1([C:7]2([c:17]3[cH:18][cH:19][cH:20][cH:21][cH:22]3)[O:8][c:9]3[c:10]([cH:12][cH:13][c:14]([NH2:16])[cH:15]3)[O:11]2)[cH:2][cH:3][cH:4][cH:5][cH:6]1.[c:32]1([S:38](=[O:39])(=[O:40])[Cl:41])[cH:33][cH:34][cH:35][cH:36][cH:37]1>>[c:1]1([C:7]2([c:17]3[cH:18][cH:19][cH:20][cH:21][cH:22]3)[O:8][c:9]3[c:10]([cH:12][cH:13][c:14]([NH:16][S:38]([c:32]4[cH:33][cH:34][cH:35][cH:36][cH:37]4)(=[O:39])=[O:40])[cH:15]3)[O:11]2)[cH:2][cH:3][cH:4][cH:5][cH:6]1. Yields the product O=S(=O)(Nc1ccc2c(c1)OC(c1ccccc1)(c1ccccc1)O2)c1ccccc1. Reactants: CCN(C(C)C)C(C)C, ClCCl, Nc1ccc2c(c1)OC(c1ccccc1)(c1ccccc1)O2, O=S(=O)(Cl)c1ccccc1.